The task is: describe an organic reaction: reactants, conditions, products, and yield. This data is from the Open Reaction Database (ORD), a public repository of structured organic reaction records. Starting materials: Br.COC(=O)C=1CNCCC1 (1,2,5,6-tetrahydropyridine-3-carboxylic acid methyl ester hydrobromide), C(C)N(C(C)C)C(C)C (N-ethyl-N,N-diisopropylamine), C1(=CC=C(C=C1)S(=O)(=O)OCCC1COC2=CC=CC=C2C1)C (3-[2-(p-toluenesulphonyloxy)ethyl]chroman). The solvent is CN(C=O)C (dimethylformamide). Reaction conditions: time 16 hour. Yields the product COC(=O)C=1CN(CCC1)CCC1COC2=CC=CC=C2C1 (1-[2-(chroman-3-yl)ethyl]-1,2,5,6-tetrahydropyridine-3-carboxylic acid methyl ester). The yield is 97.6%. As a reaction SMILES: Br.[CH3:2][O:3][C:4]([C:6]1[CH2:7][NH:8][CH2:9][CH2:10][CH:11]=1)=[O:5].C(N(C(C)C)C(C)C)C.C1(C)C=CC(S(O[CH2:31][CH2:32][CH:33]2[CH2:42][C:41]3[C:36](=[CH:37][CH:38]=[CH:39][CH:40]=3)[O:35][CH2:34]2)(=O)=O)=CC=1>CN(C)C=O>[CH3:2][O:3][C:4]([C:6]1[CH2:7][N:8]([CH2:31][CH2:32][CH:33]2[CH2:42][C:41]3[C:36](=[CH:37][CH:38]=[CH:39][CH:40]=3)[O:35][CH2:34]2)[CH2:9][CH2:10][CH:11]=1)=[O:5] |f:0.1|. Reported procedure: First 3.3 g (14.8 mmol) of 1,2,5,6-tetrahydropyridine-3-carboxylic acid methyl ester hydrobromide (guvacoline hydrobromide) and then 6.1 g (47.3 mmol) of N-ethyl-N,N-diisopropylamine are added to a solution of 4.5 g (13.5 mmol) of 3-[2-(p-toluenesulphonyloxy)ethyl]chroman in 70 ml of absolute dimethylformamide. The mixture is stirred for 16 hours at 60° and, after cooling, is concentrated by evaporation under a high vacuum. Water is added to the oily residue and extraction is carried out with di... Reactants: O1C(=CC=C1)CSCCC(=O)NNC(=O)N1C2=C(OC3=C(C1)C=CC=C3)C=CC(=C2)Cl (8-chlorodibenz[b,f][1,41oxazepine-10(11H)-carboxylic acid, 2-[3-[(2-furanylmethyl)thio]-1-oxopropyl]hydrazide), OO (hydrogen peroxide). The solvent is CC(=O)O (HOAc). Run at time 1 hour. Yields the product O1C(=CC=C1)CS(=O)CCC(=O)NNC(=O)N1C2=C(OC3=C(C1)C=CC=C3)C=CC(=C2)Cl (8-chlorodibenz[b,f][1,4]oxazepine-10(11H)-carboxylic acid, 2-[3-[(2-furanylmethyl) sulfinyl]-1-oxopropyl]hydrazide). RXN SMILES: [O:1]1[CH:5]=[CH:4][CH:3]=[C:2]1[CH2:6][S:7][CH2:8][CH2:9][C:10]([NH:12][NH:13][C:14]([N:16]1[CH2:22][C:21]2[CH:23]=[CH:24][CH:25]=[CH:26][C:20]=2[O:19][C:18]2[CH:27]=[CH:28][C:29]([Cl:31])=[CH:30][C:17]1=2)=[O:15])=[O:11].[OH:32]O>CC(O)=O>[O:1]1[CH:5]=[CH:4][CH:3]=[C:2]1[CH2:6][S:7]([CH2:8][CH2:9][C:10]([NH:12][NH:13][C:14]([N:16]1[CH2:22][C:21]2[CH:23]=[CH:24][CH:25]=[CH:26][C:20]=2[O:19][C:18]2[CH:27]=[CH:28][C:29]([Cl:31])=[CH:30][C:17]1=2)=[O:15])=[O:11])=[O:32]. Procedure details: To a stirring solution of 0.69 g (1.5 mmol) of 8-chlorodibenz[b,f][1,4]oxazepine-10(11H)-carboxylic acid, 2-[3-[(2-furanylmethyl)thio]-1-oxopropyl]hydrazide (13), prepared as described above in Example 13, in 5 mL of HOAc was added 0.13 mL (1.5 mmol) of a 30% hydrogen peroxide solution. After one hour, the reaction mixture was lyophilized. The product was recrystallized from EtOAc-hexanes. The yield of 8-chlorodibenz[b,f][1,4]oxazepine-10(11H)-carboxylic acid, 2-[3-[(2-furanylmethyl)sulfinyl]-1-...